Dataset: the Open Reaction Database (ORD), a public repository of structured organic reaction records. Task: describe an organic reaction: reactants, conditions, products, and yield The reactants are COC(=O)c1ccsc1C1=CCN(C(=O)OC(C)(C)C)CC1, CO. Yields the product COC(=O)c1ccsc1C1CCN(C(=O)OC(C)(C)C)CC1. Reaction SMILES: [C:1]([CH3:2])([CH3:3])([CH3:4])[O:5][C:6](=[O:7])[N:8]1[CH2:9][CH2:10][C:11]([c:14]2[s:15][cH:16][cH:17][c:18]2[C:19](=[O:20])[O:21][CH3:22])=[CH:12][CH2:13]1.[CH3:23][OH:24]>>[C:1]([CH3:2])([CH3:3])([CH3:4])[O:5][C:6](=[O:7])[N:8]1[CH2:9][CH2:10][CH:11]([c:14]2[s:15][cH:16][cH:17][c:18]2[C:19](=[O:20])[O:21][CH3:22])[CH2:12][CH2:13]1. The reactants are ClC1=C(C=CC=C1)C1=C2CNC(N(C2=CC(=C1)CN1C(CN(CC1)C(=O)OC(C)(C)C)C)C1=C(C=CC=C1Cl)Cl)=O (tert-butyl 4-{[5-(2-chlorophenyl)-1-(2,6-dichlorophenyl)-2-oxo-1,2,3,4-tetrahydroquinazolin-7-yl]methyl}-3-methylpiperazine-1-carboxylate), FC(C(=O)O)(F)F (trifluoroacetic acid). The solvent is C(Cl)Cl (methylene chloride). Run at time 1 hour. The product is ClC1=C(C=CC=C1)C1=C2CNC(N(C2=CC(=C1)CN1C(CNCC1)C)C1=C(C=CC=C1Cl)Cl)=O (5-(2-chlorophenyl)-1-(2,6-dichlorophenyl)-7-[(2-methylpiperazin-1-yl)methyl]-3,4-dihydroquinazolin-2(1H)-one). As a reaction SMILES: [Cl:1][C:2]1[CH:7]=[CH:6][CH:5]=[CH:4][C:3]=1[C:8]1[CH:17]=[C:16]([CH2:18][N:19]2[CH2:24][CH2:23][N:22](C(OC(C)(C)C)=O)[CH2:21][CH:20]2[CH3:32])[CH:15]=[C:14]2[C:9]=1[CH2:10][NH:11][C:12](=[O:41])[N:13]2[C:33]1[C:38]([Cl:39])=[CH:37][CH:36]=[CH:35][C:34]=1[Cl:40].FC(F)(F)C(O)=O>C(Cl)Cl>[Cl:1][C:2]1[CH:7]=[CH:6][CH:5]=[CH:4][C:3]=1[C:8]1[CH:17]=[C:16]([CH2:18][N:19]2[CH2:24][CH2:23][NH:22][CH2:21][CH:20]2[CH3:32])[CH:15]=[C:14]2[C:9]=1[CH2:10][NH:11][C:12](=[O:41])[N:13]2[C:33]1[C:34]([Cl:40])=[CH:35][CH:36]=[CH:37][C:38]=1[Cl:39]. Reported procedure: To a solution of tert-butyl 4-{[5-(2-chlorophenyl)-1-(2,6-dichlorophenyl)-2-oxo-1,2,3,4-tetrahydroquinazolin-7-yl]methyl}-3-methylpiperazine-1-carboxylate (186 mg, 0.30 mmol) in methylene chloride (1 mL) at 0° C. was added trifluoroacetic acid (0.92 mL) dropwise. Then the reaction was stirred at rt for 1 h. Removal of the solvent and subsequent purification by preparative thin layer chromatography using 8% of 2N ammonium in methanol/methylene chloride as eluent provided the 5-(2-chlorophenyl)-1-...